Task: describe an organic reaction: reactants, conditions, products, and yield. Dataset: the Open Reaction Database (ORD), a public repository of structured organic reaction records Reactants: O=Cc1ccc(Br)cc1F, O=C([O-])[O-], C1CCNCC1, CN(C)C=O, [K+], [K+]. Product: O=Cc1ccc(Br)cc1N1CCCCC1. Reaction SMILES: [Br:1][c:2]1[cH:3][c:4]([F:10])[c:5]([CH:6]=[O:7])[cH:8][cH:9]1.[C:17](=[O:18])([O-:19])[O-:20].[CH2:11]1[CH2:12][CH2:13][NH:14][CH2:15][CH2:16]1.[CH3:23][N:24]([CH3:25])[CH:26]=[O:27].[K+:21].[K+:22]>>[Br:1][c:2]1[cH:3][c:4]([N:14]2[CH2:13][CH2:12][CH2:11][CH2:16][CH2:15]2)[c:5]([CH:6]=[O:7])[cH:8][cH:9]1. Starting materials: [H-].[Na+] (NaH), CC(CO)(C)C (2,2-dimethylpropan-1-ol), BrCC(=O)O (2-bromoacetic acid). The solvent is C1CCOC1 (THF). Run at time 5 minute. The product is CC(COCC(=O)O)(C)C ((2,2-Dimethylpropoxy)acetic acid). Reaction SMILES: [H-].[Na+].[CH3:3][C:4]([CH3:8])([CH3:7])[CH2:5][OH:6].Br[CH2:10][C:11]([OH:13])=[O:12]>C1COCC1>[CH3:3][C:4]([CH3:8])([CH3:7])[CH2:5][O:6][CH2:10][C:11]([OH:13])=[O:12] |f:0.1|. Procedure details: NaH (40% oil dispersion, 432 mg) was added to a solution of 2,2-dimethylpropan-1-ol (0.319 ml) in THF (15 ml) at 0° C. After stirring for 5 min, 2-bromoacetic acid (500 mg) was added. The mixture was refluxed under Ar atmosphere for 2 h. The mixture was quenched with water, washed with EtOAc, acidified with 1 M HCl (11 ml) and extracted with EtOAc. The organic layer was separated, dried over MgSO4 and concentrated in vacuo to give the title compound (490 mg) as a pale pink oil.